From a dataset of the Open Reaction Database (ORD), a public repository of structured organic reaction records. describe an organic reaction: reactants, conditions, products, and yield The product is BrC1=CSC=2C(N(CCC21)C(=O)C2=NN1C(N=CC(=C1)Br)=C2)C ((3-Bromo-7-methyl-4,7-dihydro-5H-thieno[2,3-c]pyridin-6-yl)-(6-bromo-pyrazolo[1,5-a]pyrimidin-2-yl)-methanone). Reactants: BrC=1C=NC=2N(C1)N=C(C2)C(=O)O (6-bromo-pyrazolo[1,5-a]pyrimidine-2-carboxylic acid), BrC1=CSC=2C(NCCC21)C (3-bromo-7-methyl-4,5,6,7-tetrahydrothieno[2,3-c]pyridine). Procedure details: In close analogy to the procedure described in Example 1, 6-bromo-pyrazolo[1,5-a]pyrimidine-2-carboxylic acid is reacted with 3-bromo-7-methyl-4,5,6,7-tetrahydrothieno[2,3-c]pyridine to provide the title compound. RXN SMILES: [Br:1][C:2]1[CH:3]=[N:4][C:5]2[N:6]([N:8]=[C:9]([C:11]([OH:13])=O)[CH:10]=2)[CH:7]=1.[Br:14][C:15]1[C:23]2[CH2:22][CH2:21][NH:20][CH:19]([CH3:24])[C:18]=2[S:17][CH:16]=1>>[Br:14][C:15]1[C:23]2[CH2:22][CH2:21][N:20]([C:11]([C:9]3[CH:10]=[C:5]4[N:4]=[CH:3][C:2]([Br:1])=[CH:7][N:6]4[N:8]=3)=[O:13])[CH:19]([CH3:24])[C:18]=2[S:17][CH:16]=1. Starting materials: BrCC=C(CCC(=C(C)C)C)C (1-bromo-3,6,7-trimethyl-2,6-octadiene), C1OC=2C=C(C=CC2O1)O (3,4-methylenedioxy-phenol), C([O-])([O-])=O.[Ca+2] (calcium carbonate). Solvent: CC(=O)C (acetone). The product is CC(=CCOC1=CC2=C(C=C1)OCO2)CCC(=C(C)C)C (3,6,7-trimethyl-1-[3,4-(methylenedioxy)-phenoxy]-2,6-octadiene). As a reaction SMILES: Br[CH2:2][CH:3]=[C:4]([CH3:12])[CH2:5][CH2:6][C:7]([CH3:11])=[C:8]([CH3:10])[CH3:9].[CH2:13]1[O:21][C:20]2[CH:19]=[CH:18][C:17]([OH:22])=[CH:16][C:15]=2[O:14]1.C(=O)([O-])[O-].[Ca+2]>CC(C)=O>[CH3:12][C:4]([CH2:5][CH2:6][C:7]([CH3:11])=[C:8]([CH3:10])[CH3:9])=[CH:3][CH2:2][O:22][C:17]1[CH:18]=[CH:19][C:20]2[O:21][CH2:13][O:14][C:15]=2[CH:16]=1 |f:2.3|. Procedure: 26 g of 1-bromo-3,6,7-trimethyl-2,6-octadiene, 13 g of 3,4-methylenedioxy-phenol [sesamol] and 20.75 g of finely pulverized calcium carbonate were refluxed for 68 hours in 100 ml of acetone. After reflux the reaction mixture was filtered and the acetone solution was evaporated. By chromatography on Kieselgel with hexane-diethylether (4:1 parts by volume) and distillation under vacuum there was obtained pure 3,6,7-trimethyl-1-[3,4-(methylenedioxy)-phenoxy]-2,6-octadiene, b.p. 114°-117°C/0.002 mmH... Reactants: O (water), BrC1=CC=C(C=C1)[C@H](C)NC(=O)C1CC1 (N-[(1S)-1-(4-bromophenyl)ethyl]cyclopropanecarboxamide), FC(C1=NC(=CC(=C1)C1(CNCC1)C(F)(F)F)C(F)(F)F)(F)F (2,6-bis(trifluoromethyl)-4-[3-(trifluoromethyl)pyrrolidin-3-yl]pyridine), CC(C)([O-])C.[Na+] (sodium tert-butoxide). The reagents and catalysts are CC1(C2=C(C(=CC=C2)P(C3=CC=CC=C3)C4=CC=CC=C4)OC5=C(C=CC=C51)P(C6=CC=CC=C6)C7=CC=CC=C7)C (xantphos). Run in C1(=CC=CC=C1)C (toluene). Yields the product FC(C1=NC(=CC(=C1)C1(CN(CC1)C1=CC=C(C=C1)[C@H](C)NC(=O)C1CC1)C(F)(F)F)C(F)(F)F)(F)F (N-[(1S)-1-(4-{3-[2,6-bis(trifluoromethyl)pyridin-4-yl]-3-(trifluoromethyl)pyrrolidin-1-yl}phenyl)ethyl]cyclopropanecarboxamide). Isolated yield 100.9%. Reaction SMILES: Br[C:2]1[CH:7]=[CH:6][C:5]([C@@H:8]([NH:10][C:11]([CH:13]2[CH2:15][CH2:14]2)=[O:12])[CH3:9])=[CH:4][CH:3]=1.[F:16][C:17]([F:38])([F:37])[C:18]1[CH:23]=[C:22]([C:24]2([C:29]([F:32])([F:31])[F:30])[CH2:28][CH2:27][NH:26][CH2:25]2)[CH:21]=[C:20]([C:33]([F:36])([F:35])[F:34])[N:19]=1.CC(C)([O-])C.[Na+].O>C1(C)C=CC=CC=1.CC1(C)C2C(=C(P(C3C=CC=CC=3)C3C=CC=CC=3)C=CC=2)OC2C(P(C3C=CC=CC=3)C3C=CC=CC=3)=CC=CC1=2>[F:38][C:17]([F:16])([F:37])[C:18]1[CH:23]=[C:22]([C:24]2([C:29]([F:30])([F:31])[F:32])[CH2:28][CH2:27][N:26]([C:2]3[CH:7]=[CH:6][C:5]([C@@H:8]([NH:10][C:11]([CH:13]4[CH2:15][CH2:14]4)=[O:12])[CH3:9])=[CH:4][CH:3]=3)[CH2:25]2)[CH:21]=[C:20]([C:33]([F:34])([F:35])[F:36])[N:19]=1 |f:2.3|. Procedure: To the solution of N-[(1S)-1-(4-bromophenyl)ethyl]cyclopropanecarboxamide (0.134 g) and 2,6-bis(trifluoromethyl)-4-[3-(trifluoromethyl)pyrrolidin-3-yl]pyridine (0.195 g) in toluene was added sodium tert-butoxide (0.096 g), tris(dibenzylideneacetone)dipalladium chloroform complex (0.010 g) and xantphos (0.017 g) and the vessel was applied by Ar gas. The vessel was sealed and applied to microwave reactor at 120° C. for 10 min. The mixture was cooled to room temperature and then poured into water, ... Reactants: O=C(N1C=CC=2C=CC=CC21)C(C)(C)C. Reagents/catalysts: BrB(Br)Br, OC(C)(C)C(O)(C)C. Reaction conditions: temperature 25 celsius, time 16 hour. The product is O=C(N1C=CC=2C=CC=C(B3OC(C)(C)C(O3)(C)C)C21)C(C)(C)C. Yield: 65.0%. Starting materials: CC(=O)OCC1OC(OC(C)=O)C(N=C=S)C(OC(C)=O)C1OC(C)=O, CN, CC#N, Cl. The product is CNC(=S)NC1C(OC(C)=O)OC(COC(C)=O)C(OC(C)=O)C1OC(C)=O. As a reaction SMILES: [C:1]([CH3:2])(=[O:3])[O:4][CH:5]1[O:6][CH:7]([CH2:22][O:23][C:24]([CH3:25])=[O:26])[CH:8]([O:18][C:19]([CH3:20])=[O:21])[CH:9]([O:14][C:15]([CH3:16])=[O:17])[CH:10]1[N:11]=[C:12]=[S:13].[CH3:28][NH2:29].[CH3:30][C:31]#[N:32].[ClH:27]>>[C:1]([CH3:2])(=[O:3])[O:4][CH:5]1[O:6][CH:7]([CH2:22][O:23][C:24]([CH3:25])=[O:26])[CH:8]([O:18][C:19]([CH3:20])=[O:21])[CH:9]([O:14][C:15]([CH3:16])=[O:17])[CH:10]1[NH:11][C:12](=[S:13])[NH:29][CH3:28]. Starting materials: C(C=C)N(C(=O)OCC)C(C=O)C (N-allyl-N-(1-oxoprop-2-yl)-urethane), O (water), Cl.CNO (N-methylhydroxylamine hydrochloride), C[O-].[Na+] (sodium methylate). Run in C1(=CC=CC=C1)C (toluene), CO (methanol), C1(=CC=CC=C1)C (toluene). The product is CN1C2C(N(CC2CO1)C(=O)OCC)C (Ethyl 2,8-dimethyl-3-oxa-2,7-diazabicyclo[3.3.0]octane-7-carboxylate). RXN SMILES: Cl.[CH3:2][NH:3][OH:4].C[O-].[Na+].[CH2:8]([N:11]([CH:17]([CH3:20])[CH:18]=O)[C:12]([O:14][CH2:15][CH3:16])=[O:13])[CH:9]=[CH2:10].O>CO.C1(C)C=CC=CC=1>[CH3:2][N:3]1[O:4][CH2:10][CH:9]2[CH:18]1[CH:17]([CH3:20])[N:11]([C:12]([O:14][CH2:15][CH3:16])=[O:13])[CH2:8]2 |f:0.1,2.3|. Procedure details: A methanolic methylhydroxylamine solution is prepared from 16.4 g (0.2 mol) of N-methylhydroxylamine hydrochloride in 33 ml of absolute methanol and 36 g (0.2 mol) of 30% strength sodium methylate solution, and the solution formed is diluted with 130 ml of toluene and added dropwise to 354 g (0.17 mol) of N-allyl-N-(1-oxoprop-2-yl)-urethane in 250 ml of toluene, which is heated under reflux using a water separator. The mixture is heated under reflux overnight, the product is extracted with dilut... Starting materials: C(C)(C)C1=C(C(=CC=C1)C)N=C(C)C1=CC=CC(=N1)C(C)=O (1-{6-[1-(2-Isopropyl-6-methyl-phenylimino)-ethyl]-pyridin-2-yl}-ethanone), C(C)(C)C1=C(C=CC=C1)N (2-isopropyl-phenylamine). The solvent is C1(=CC=CC=C1)C (toluene). The product is C(C)(C)C1=C(C(=CC=C1)C)N=C(C)C1=NC(=CC=C1)C(C)=NC1=C(C=CC=C1)C(C)C ((2-Isopropyl-6-methyl-phenyl)-(1-{6-[1-(2-isopropyl-phenylimino)-ethyl]-pyridin-2-yl}-ethylidene)-amine). As a reaction SMILES: [CH:1]([C:4]1[CH:9]=[CH:8][CH:7]=[C:6]([CH3:10])[C:5]=1[N:11]=[C:12]([C:14]1[N:19]=[C:18]([C:20](=O)[CH3:21])[CH:17]=[CH:16][CH:15]=1)[CH3:13])([CH3:3])[CH3:2].[CH:23]([C:26]1[CH:31]=[CH:30][CH:29]=[CH:28][C:27]=1[NH2:32])([CH3:25])[CH3:24]>C1(C)C=CC=CC=1>[CH:1]([C:4]1[CH:9]=[CH:8][CH:7]=[C:6]([CH3:10])[C:5]=1[N:11]=[C:12]([C:14]1[CH:15]=[CH:16][CH:17]=[C:18]([C:20](=[N:32][C:27]2[CH:28]=[CH:29][CH:30]=[CH:31][C:26]=2[CH:23]([CH3:25])[CH3:24])[CH3:21])[N:19]=1)[CH3:13])([CH3:3])[CH3:2]. Procedure details: 4.0 g (0.0135 mol) of 1-{6-[1-(2-isopropyl-6-methyl-phenylimino)-ethyl]-pyridin-2-yl}-ethanone 15, 2.76 g (0.0204 mol) of 2-Isopropyl-phenylamine 9 (4.0 g, 0.0135 mol), 100 g of fresh molecular sieves, and 100 ml of toluene were kept at 100° C. for 3 days under a flow of nitrogen. The solvent was removed in a rotary evaporator and the residue was recrystallized from 10 ml of ethanol. The yield of (2-Isopropyl-6-methyl-phenyl)-(1-{6-[1-(2-isopropyl-phenylimino)-ethyl]-pyridin-2-yl}-ethylidene)-am...